From a dataset of the Open Reaction Database (ORD), a public repository of structured organic reaction records. describe an organic reaction: reactants, conditions, products, and yield The reactants are Br.C(C)N1C(C=C(C2=CC=C(C=C12)O)C)(C)C (N-ethyl-7-hydroxy-2,2,4-trimethyl-1,2-dihydroquinoline hydrobromide), Br (hydrobromide), C(C)(=O)[O-].[Na+] (sodium acetate). Solvent: O (water), C(Cl)(Cl)Cl (chloroform). The product is C(C)N1C(C=C(C2=CC=C(C=C12)O)C)(C)C (N-ethyl-7-hydroxy-2,2,4-trimethyl-1,2-dihydroquinoline). Reaction SMILES: Br.[CH2:2]([N:4]1[C:13]2[C:8](=[CH:9][CH:10]=[C:11]([OH:14])[CH:12]=2)[C:7]([CH3:15])=[CH:6][C:5]1([CH3:17])[CH3:16])[CH3:3].C([O-])(=O)C.[Na+].Br>O.C(Cl)(Cl)Cl>[CH2:2]([N:4]1[C:13]2[C:8](=[CH:9][CH:10]=[C:11]([OH:14])[CH:12]=2)[C:7]([CH3:15])=[CH:6][C:5]1([CH3:16])[CH3:17])[CH3:3] |f:0.1,2.3|. Procedure details: 200 g N-ethyl-7-hydroxy-2,2,4-trimethyl-1,2-dihydroquinoline hydrobromide was suspended in a mixture of 1 l water and 500 ml chloroform. 20% sodium acetate solution was added to this suspension until the pH value reached ca. 5. The organic phase was washed with water, dried over sodium sulfate and evaporated to dryness in a rotary evaporator. A light-brown oil was obtained in this manner. Since the released base decomposes very rapidly, only the required amount of base for the further process wa... Starting materials: CC(C)(C)[O-].[K+] (KOtBu), N1N=CC2=NC=CC=C21 (1H-pyrazolo[4,3-b]pyridine), C[Si](C)(C)CCOCCl (trimethylsilylethoxymethyl chloride). The solvent is CCOC(=O)C (EtOAc), O (water), C1CCOC1 (THF). Conditions: temperature 0 celsius, time 1 hour. Product: C[Si](CCOCN1N=CC2=NC=CC=C21)(C)C (1-[[2-(trimethylsilyl)ethoxy]methyl]-1H-pyrazolo[4,3-b]pyridine). RXN SMILES: CC([O-])(C)C.[K+].[NH:7]1[C:15]2[C:10](=[N:11][CH:12]=[CH:13][CH:14]=2)[CH:9]=[N:8]1.[CH3:16][Si:17]([CH2:20][CH2:21][O:22][CH2:23]Cl)([CH3:19])[CH3:18]>C1COCC1.CCOC(C)=O.O>[CH3:16][Si:17]([CH3:19])([CH3:18])[CH2:20][CH2:21][O:22][CH2:23][N:7]1[C:15]2[C:10](=[N:11][CH:12]=[CH:13][CH:14]=2)[CH:9]=[N:8]1 |f:0.1|. Reported procedure: KOtBu (2.38 g, 21.24 mmol) was added to a solution of 1H-pyrazolo[4,3-b]pyridine (2.3 g, 19.3 mmol) in THF (60 mL) at 0° C. After stirring at 0° C. for 1 hr, trimethylsilylethoxymethyl chloride (3.54 g, 21.24 mmol) was added. The reaction mixture was kept at 0° C. for 1 hr with stirring, then 1.5 hr at rt. The mixture was diluted with EtOAc and water and extracted with EtOAc. The combined organic phases were washed with brine, dried with Na2SO4, and concentrated. The crude product was purified b... Starting materials: ClC1=NC(=CN=C1)Cl (2,6-dichloropyrazine), C([O-])([O-])=O.[Na+].[Na+] (sodium carbonate), CC1=CC=C(C=C1)B(O)O (4-methylphenylboronic acid). The reagents and catalysts are [Pd].C1(=CC=CC=C1)P(C1=CC=CC=C1)C1=CC=CC=C1.C1(=CC=CC=C1)P(C1=CC=CC=C1)C1=CC=CC=C1.C1(=CC=CC=C1)P(C1=CC=CC=C1)C1=CC=CC=C1.C1(=CC=CC=C1)P(C1=CC=CC=C1)C1=CC=CC=C1 (tetrakis(triphenylphosphine) palladium (0)). Solvent: C(OC)COC (dimethoxyethane), O (water), O (water). Yields the product ClC1=NC(=CN=C1)C1=CC=C(C=C1)C (2-Chloro-6-(4-methylphenyl)pyrazine). Yield: 56.2%. Reaction SMILES: Cl[C:2]1[CH:7]=[N:6][CH:5]=[C:4]([Cl:8])[N:3]=1.C(=O)([O-])[O-].[Na+].[Na+].[CH3:15][C:16]1[CH:21]=[CH:20][C:19](B(O)O)=[CH:18][CH:17]=1>C(COC)OC.O.[Pd].C1(P(C2C=CC=CC=2)C2C=CC=CC=2)C=CC=CC=1.C1(P(C2C=CC=CC=2)C2C=CC=CC=2)C=CC=CC=1.C1(P(C2C=CC=CC=2)C2C=CC=CC=2)C=CC=CC=1.C1(P(C2C=CC=CC=2)C2C=CC=CC=2)C=CC=CC=1>[Cl:8][C:4]1[CH:5]=[N:6][CH:7]=[C:2]([C:19]2[CH:20]=[CH:21][C:16]([CH3:15])=[CH:17][CH:18]=2)[N:3]=1 |f:1.2.3,7.8.9.10.11|. Procedure details: To a mixture of 2,6-dichloropyrazine (3 g, 20 mmol), sodium carbonate (5.55 g, 52 mmol) and 4-methylphenylboronic acid (2.74 g 20 mmol) in dimethoxyethane (90 mL) and water (45 mL) under nitrogen was added tetrakis(triphenylphosphine) palladium (0) (0.46 g). The resulting mixture was heated at reflux for 18 h under nitrogen. After cooling to room temperature, the reaction was diluted with water (100 mL) and extracted with chloroform (2×150 mL). The organic solution was dried MgSO4 and the solven... The reactants are COC([C@H](CC1=CC=C(C=C1)C1=CC=CC=C1)NC(=O)C=1C=C(C=CC1O)C1=CC(=C(C=C1)F)Cl)=O (3-Biphenyl-4-yl-(2S)-[(3′-chloro-4′-fluoro-4-hydroxy- biphenyl-3-carbonyl)-amino]-propionic acid methyl ester), COC([C@H](CC1=CC=C(C=C1)Br)N)=O ((2S)-Amino-3-(4-bromophenyl)-propionic acid methyl ester). The product is COC([C@](CC1=CC=C(C=C1)Br)(C(=O)C1=CC2=CC=CC=C2C=C1O)N)=O (2-(S)-(3-Hydroxy-naphthalene-2-carbonyl)-amino-3-(4-bromophenyl)-propionic acid methyl ester). As a reaction SMILES: COC(=O)[C@@H](N[C:19]([C:21]1[CH:22]=[C:23]([C:28]2[CH:33]=[CH:32][C:31](F)=C(Cl)C=2)[CH:24]=[CH:25][C:26]=1[OH:27])=[O:20])CC1C=CC(C2C=CC=CC=2)=CC=1.[CH3:37][O:38][C:39](=[O:50])[C@@H:40]([NH2:49])[CH2:41][C:42]1[CH:47]=[CH:46][C:45]([Br:48])=[CH:44][CH:43]=1>>[CH3:37][O:38][C:39](=[O:50])[C@@:40]([NH2:49])([C:19]([C:21]1[C:26]([OH:27])=[CH:25][C:24]2[C:23](=[CH:28][CH:33]=[CH:32][CH:31]=2)[CH:22]=1)=[O:20])[CH2:41][C:42]1[CH:47]=[CH:46][C:45]([Br:48])=[CH:44][CH:43]=1. Procedure: 1.0 g (2.5 mmol) of resin-bound naphthoic acid obtained in Example 1 was reacted with 1.95 g (7.5 mmol) of (2S)-Amino-3-(4-bromophenyl)-propionic acid methyl ester as described in the general procedure A to give resin-bound 2-(S)-(3-Hydroxy-naphthalene-2-carbonyl)-amino-3-(4-bromophenyl)-propionic acid methyl ester. The reactants are C(CCC)C1=NN=C(C2=CC(=CC=C12)OC)Cl (4-butyl-1-chloro-7-methoxyphthalazine), NC1CCN(CC1)CC1=CC2=CC=CC=C2C=C1 (4-amino-1-(naphthalen-2-ylmethyl)piperidine). The product is C(CCC)C1=NN=C(C2=CC(=CC=C12)OC)NC1CCN(CC1)CC1=CC2=CC=CC=C2C=C1 (4-Butyl-7-methoxy-N-[1-(naphthalen-2-ylmethyl)piperidin-4-yl]phthalazin-1-amine). As a reaction SMILES: [CH2:1]([C:5]1[C:14]2[C:9](=[CH:10][C:11]([O:15][CH3:16])=[CH:12][CH:13]=2)[C:8](Cl)=[N:7][N:6]=1)[CH2:2][CH2:3][CH3:4].[NH2:18][CH:19]1[CH2:24][CH2:23][N:22]([CH2:25][C:26]2[CH:35]=[CH:34][C:33]3[C:28](=[CH:29][CH:30]=[CH:31][CH:32]=3)[CH:27]=2)[CH2:21][CH2:20]1>>[CH2:1]([C:5]1[C:14]2[C:9](=[CH:10][C:11]([O:15][CH3:16])=[CH:12][CH:13]=2)[C:8]([NH:18][CH:19]2[CH2:20][CH2:21][N:22]([CH2:25][C:26]3[CH:35]=[CH:34][C:33]4[C:28](=[CH:29][CH:30]=[CH:31][CH:32]=4)[CH:27]=3)[CH2:23][CH2:24]2)=[N:7][N:6]=1)[CH2:2][CH2:3][CH3:4]. Procedure: This compound is obtained according to the procedure described in 1.4. by reacting 4-butyl-1-chloro-7-methoxyphthalazine with 4-amino-1-(naphthalen-2-ylmethyl)piperidine. The reactants are [Cl-].C[N+](C)=C (N,N-dimethyl-methylenammonium chloride), S1CCC(CC1)=O (tetrahydrothiopyran-4-one), C(C)(=O)Cl (acetyl chloride). Run in C(C)#N (acetonitrile). Run at temperature 60 celsius, time 45 minute. Product: Cl.CN(C)CC1CSCCC1=O (3-dimethylaminomethyl-tetrahydrothiopyran-4-one hydrochloride). Reaction SMILES: [S:1]1[CH2:6][CH2:5][C:4](=[O:7])[CH2:3][CH2:2]1.[Cl-].[CH3:9][N+:10](=[CH2:12])[CH3:11].C([Cl:16])(=O)C>C(#N)C>[ClH:16].[CH3:9][N:10]([CH2:12][CH:3]1[C:4](=[O:7])[CH2:5][CH2:6][S:1][CH2:2]1)[CH3:11] |f:1.2,5.6|. Reported procedure: 5.00 g tetrahydrothiopyran-4-one were dissolved in 15 ml acetonitrile, and 4.03 g N,N-dimethyl-methylenammonium chloride, followed by 40 μl acetyl chloride, were added. After the mixture had been stirred at a bath temperature of 60° C. for 45 minutes, it was stirred at room temperature for 60 hours and the precipitate formed was filtered off with suction and dried. 8.17 g 3-dimethylaminomethyl-tetrahydrothiopyran-4-one hydrochloride with a melting point of 155-157° C. were obtained. The correspo... Yields the product BrC=1C(=CC(=NC1)N)C(F)(F)F (5-bromo-4-(trifluoromethyl)-2-pyridylamine). As a reaction SMILES: [NH2:1][C:2]1[CH:7]=[C:6]([C:8]([F:11])([F:10])[F:9])[CH:5]=[CH:4][N:3]=1.[Br:12]N1C(=O)CCC1=O.C(Cl)Cl.[OH-].[Na+]>C(Cl)(Cl)Cl>[Br:12][C:5]1[C:6]([C:8]([F:9])([F:11])[F:10])=[CH:7][C:2]([NH2:1])=[N:3][CH:4]=1 |f:3.4|. Solvent: C(Cl)(Cl)Cl (chloroform). Reaction conditions: time 2 hour. Reactants: NC1=NC=CC(=C1)C(F)(F)F (2-amino-4-trifluoromethylpyridine), BrN1C(CCC1=O)=O (N-bromosuccinimide), C(Cl)Cl (CH2Cl2), [OH-].[Na+] (NaOH). Procedure: To a solution of 2-amino-4-trifluoromethylpyridine (10.0 g, 62.1 mmol) in chloroform (200 mL) was added N-bromosuccinimide (12.0 g, 67.4 mmol). The solution was stirred in the dark for 2 hours, at which time it was added to CH2Cl2 (200 mL) and 1N NaOH (200 mL). Upon mixing, the layers were separated and the organic layer was washed with NaCl(sat.) (100 mL), dried over Na2SO4, filtered and concentrated. The crude material was purified by SiO2 chromatography (0-5% EtOAc/CH2Cl2) yielding 12.0 g (80... Isolated yield 80.2%.